This data is from the Open Reaction Database (ORD), a public repository of structured organic reaction records. The task is: describe an organic reaction: reactants, conditions, products, and yield Starting materials: Cc1ccc(S(=O)(=O)Nc2ccc(C#N)cc2C#N)cc1, CC(C)I, [H-], [Na+], CN(C)C=O, O. Yields the product Cc1ccc(S(=O)(=O)N(c2ccc(C#N)cc2C#N)C(C)C)cc1. Reaction SMILES: [C:3](#[N:4])[c:5]1[c:6]([NH:7][S:8](=[O:9])(=[O:10])[c:11]2[cH:12][cH:13][c:14]([CH3:17])[cH:15][cH:16]2)[cH:18][cH:19][c:20]([C:22]#[N:23])[cH:21]1.[CH:24]([CH3:25])([CH3:26])[I:27].[H-:1].[Na+:2].[O:29]=[CH:30][N:31]([CH3:32])[CH3:33].[OH2:28]>>[C:3](#[N:4])[c:5]1[c:6]([N:7]([S:8](=[O:9])(=[O:10])[c:11]2[cH:12][cH:13][c:14]([CH3:17])[cH:15][cH:16]2)[CH:24]([CH3:25])[CH3:26])[cH:18][cH:19][c:20]([C:22]#[N:23])[cH:21]1. The reactants are C=CCOC(=O)c1cc(C(F)(F)F)ccc1NC(=O)NCC, C1CCNC1, CC#N. The product is CCNC(=O)Nc1ccc(C(F)(F)F)cc1C(=O)O. RXN SMILES: [CH2:1]([CH3:2])[NH:3][C:4]([NH:5][c:6]1[c:7]([C:8](=[O:9])[O:10][CH2:11][CH:12]=[CH2:13])[cH:14][c:15]([C:18]([F:19])([F:20])[F:21])[cH:16][cH:17]1)=[O:22].[CH2:23]1[CH2:24][NH:25][CH2:26][CH2:27]1.[CH3:28][C:29]#[N:30]>>[CH2:1]([CH3:2])[NH:3][C:4]([NH:5][c:6]1[c:7]([C:8](=[O:9])[OH:10])[cH:14][c:15]([C:18]([F:19])([F:20])[F:21])[cH:16][cH:17]1)=[O:22]. Product: CCCOc1ccc(Oc2ccc3c(c2)C(=O)N(CC(=O)OCC)C3=O)cc1. As a reaction SMILES: [Br:26][CH2:27][CH2:28][CH3:29].[C:30](=[O:31])([O-:32])[O-:33].[CH2:1]([CH3:2])[O:3][C:4]([CH2:5][N:6]1[C:7](=[O:24])[c:8]2[cH:9][cH:10][c:11]([O:16][c:17]3[cH:18][cH:19][c:20]([OH:23])[cH:21][cH:22]3)[cH:12][c:13]2[C:14]1=[O:15])=[O:25].[CH3:36][C:37](=[O:38])[CH3:39].[K+:34].[K+:35]>>[CH2:1]([CH3:2])[O:3][C:4]([CH2:5][N:6]1[C:7](=[O:24])[c:8]2[cH:9][cH:10][c:11]([O:16][c:17]3[cH:18][cH:19][c:20]([O:23][CH2:27][CH2:28][CH3:29])[cH:21][cH:22]3)[cH:12][c:13]2[C:14]1=[O:15])=[O:25]. Reactants: CCCBr, O=C([O-])[O-], CCOC(=O)CN1C(=O)c2ccc(Oc3ccc(O)cc3)cc2C1=O, CC(C)=O, [K+], [K+]. Yields the product N1(N=CN=C1)C1=CC=C(C=C1)/C=C/C(=O)O ((E)-3-(4-(1,2,4-triazol-1-yl)phenyl)acrylic acid). Reported procedure: 1.9 g of (E)-3-(4-(1,2,4-triazol-1-yl)phenyl)acrylic acid were prepared as described for (E)-3-(4-(methanesulfonyloxy)phenyl)acrylic acid, using 4-(1,2,4-triazol-1-yl)benzaldehyde instead of methanesulfonic acid 4-formylphenyl ester. Reactants: CS(=O)(=O)OC1=CC=C(C=C1)/C=C/C(=O)O ((E)-3-(4-(methanesulfonyloxy)phenyl)acrylic acid), N1(N=CN=C1)C1=CC=C(C=O)C=C1 (4-(1,2,4-triazol-1-yl)benzaldehyde). RXN SMILES: CS(O[C:6]1[CH:11]=[CH:10][C:9](/[CH:12]=[CH:13]/[C:14]([OH:16])=[O:15])=[CH:8][CH:7]=1)(=O)=O.[N:17]1(C2C=CC(C=O)=CC=2)[CH:21]=[N:20][CH:19]=[N:18]1>>[N:17]1([C:6]2[CH:11]=[CH:10][C:9](/[CH:12]=[CH:13]/[C:14]([OH:16])=[O:15])=[CH:8][CH:7]=2)[CH:21]=[N:20][CH:19]=[N:18]1. Starting materials: COC(=O)C(C)Br, O=C([O-])[O-], CCC(C)Oc1ccc(O)cc1, [K+], [K+], CN(C)C=O, O. The product is CCC(C)Oc1ccc(OC(C)C(=O)OC)cc1. RXN SMILES: [Br:19][CH:20]([C:21](=[O:22])[O:23][CH3:24])[CH3:25].[C:13](=[O:14])([O-:15])[O-:16].[CH3:1][CH:2]([CH2:3][CH3:4])[O:5][c:6]1[cH:7][cH:8][c:9]([OH:12])[cH:10][cH:11]1.[K+:17].[K+:18].[O:27]=[CH:28][N:29]([CH3:30])[CH3:31].[OH2:26]>>[CH3:1][CH:2]([CH2:3][CH3:4])[O:5][c:6]1[cH:7][cH:8][c:9]([O:12][CH:20]([C:21](=[O:22])[O:23][CH3:24])[CH3:25])[cH:10][cH:11]1. Starting materials: BrCC=CCBr, Oc1ccc2c(-c3ccc(Br)cc3)coc2c1, BrCC=CCOc1ccc2c(-c3ccc(Br)cc3)coc2c1, C=CCNC. Yields the product C=CCN(C)CC=CCOc1ccc2c(-c3ccc(Br)cc3)coc2c1. RXN SMILES: [Br:18][CH2:19][CH:20]=[CH:21][CH2:22][Br:23].[Br:1][c:2]1[cH:3][cH:4][c:5](-[c:6]2[c:7]3[cH:8][cH:9][c:10]([OH:11])[cH:12][c:13]3[o:14][cH:15]2)[cH:16][cH:17]1.[Br:24][CH2:25][CH:26]=[CH:27][CH2:28][O:29][c:30]1[cH:31][c:32]2[c:33]([c:34](-[c:37]3[cH:38][cH:39][c:40]([Br:43])[cH:41][cH:42]3)[cH:35][o:36]2)[cH:44][cH:45]1.[CH2:46]([CH:47]=[CH2:48])[NH:49][CH3:50]>>[CH2:25]([CH:26]=[CH:27][CH2:28][O:29][c:30]1[cH:31][c:32]2[c:33]([c:34](-[c:37]3[cH:38][cH:39][c:40]([Br:43])[cH:41][cH:42]3)[cH:35][o:36]2)[cH:44][cH:45]1)[N:49]([CH2:46][CH:47]=[CH2:48])[CH3:50]. The reactants are C(CCC)[Li] (n-Butyllithium), OCCC1=C(N=CS1)C (5-(2-hydroxyethyl)-4-methylthiazole), C(C)(=O)C1=CSC=C1 (3-acetylthiophene). Run in O1CCCC1 (tetrahydrofuran), O1CCCC1 (tetrahydrofuran). Reaction conditions: time 30 minute. Yields the product OCCC1=C(N=C(S1)C(C)(O)C1=CSC=C1)C (1-(5-(2-Hydroxyethyl)-4-methyl-2-thiazolyl)-1-(3-thienyl)ethanol). Reaction SMILES: C([Li])CCC.[OH:6][CH2:7][CH2:8][C:9]1[S:13][CH:12]=[N:11][C:10]=1[CH3:14].[C:15]([C:18]1[CH:22]=[CH:21][S:20][CH:19]=1)(=[O:17])[CH3:16]>O1CCCC1>[OH:6][CH2:7][CH2:8][C:9]1[S:13][C:12]([C:15]([C:18]2[CH:22]=[CH:21][S:20][CH:19]=2)([OH:17])[CH3:16])=[N:11][C:10]=1[CH3:14]. Procedure: n-Butyllithium (2.5M solution in hexanes, 75 mmoles) was added to a stirred solution of 5-(2-hydroxyethyl)-4-methylthiazole (35 mmoles) in dry tetrahydrofuran (80 ml) at -70° C. under an atmosphere of dry nitrogen. After 30 minutes, 3-acetylthiophene (38 mmoles) in dry tetrahydrofuran (10 ml) was added dropwise. After 1 hour the mixture was allowed to warm to room temperature and was then stirred overnight. The normal work-up followed by column chromatography then gave the title compound. Reactants: ClCCCOC=1C=C(C=NC1)OCC1=CC=CC=C1 (5-(3-chloropropoxy)-3-(phenylmethoxy)pyridine), CN (methylamine). Isolated yield 71.7%. Solvent: CO (methanol). Run at temperature 100 celsius. Procedure: The 5-(3-chloropropoxy)-3-(phenylmethoxy)pyridine (1.52 g, 5.49 mmol) was dissolved in methanol (25 mL) and added to a 40 wt % aqueous solution of methylamine (50 mL) in a heavy-walled glass pressure-tube apparatus. The tube was sealed and the mixture was stirred and heated at 100° C. (oil bath temperature) for 4 h. After cooling, the mixture was concentrated by rotary evaporation. Saturated NaCl solution (25 mL) was added to the residue. The pH of the solution was adjusted to 6, and impurities ... Product: CNCCCOC=1C=NC=C(C1)OCC1=CC=CC=C1 (Methyl(3-(5-(phenylmethoxy)(3-pyridyloxy))propyl)amine). Reaction SMILES: Cl[CH2:2][CH2:3][CH2:4][O:5][C:6]1[CH:7]=[C:8]([O:12][CH2:13][C:14]2[CH:19]=[CH:18][CH:17]=[CH:16][CH:15]=2)[CH:9]=[N:10][CH:11]=1.[CH3:20][NH2:21]>CO>[CH3:20][NH:21][CH2:2][CH2:3][CH2:4][O:5][C:6]1[CH:11]=[N:10][CH:9]=[C:8]([O:12][CH2:13][C:14]2[CH:19]=[CH:18][CH:17]=[CH:16][CH:15]=2)[CH:7]=1. Starting materials: BrC1=CC2=C(C(NC(C2C2=CC=C(C=C2)Cl)(C)C)=O)S1 (2-bromo-4-(4-chlorophenyl)-5,5-dimethyl-5,6-dihydrothieno[2,3-c]pyridin-7(4H)-one), N1=CC=C(C=C1)B(O)O (pyridine-4-boronic acid), C([O-])([O-])=O.[Cs+].[Cs+] (Cesium carbonate). The reagents and catalysts are C1=CC=C(C=C1)P([C-]2C=CC=C2)C3=CC=CC=C3.C1=CC=C(C=C1)P([C-]2C=CC=C2)C3=CC=CC=C3.Cl[Pd]Cl.[Fe+2] ([1,1′-bis(diphenylphosphino)ferrocene]palladium(II)dichloride). Run in O1CCOCC1 (1,4-dioxane), O (water). Reaction conditions: temperature 90 celsius, time 18 hour. Product: ClC1=CC=C(C=C1)C1C2=C(C(NC1(C)C)=O)SC(=C2)C2=CC=NC=C2 (4-(4-chlorophenyl)-5,5-dimethyl-2-(pyridin-4-yl)-5,6-dihydrothieno[2,3-c]pyridin-7(4H)-one). The yield is 13.7%. As a reaction SMILES: Br[C:2]1[S:20][C:5]2[C:6](=[O:19])[NH:7][C:8]([CH3:18])([CH3:17])[CH:9]([C:10]3[CH:15]=[CH:14][C:13]([Cl:16])=[CH:12][CH:11]=3)[C:4]=2[CH:3]=1.[N:21]1[CH:26]=[CH:25][C:24](B(O)O)=[CH:23][CH:22]=1.C(=O)([O-])[O-].[Cs+].[Cs+]>O1CCOCC1.O.C1C=CC(P(C2C=CC=CC=2)[C-]2C=CC=C2)=CC=1.C1C=CC(P(C2C=CC=CC=2)[C-]2C=CC=C2)=CC=1.Cl[Pd]Cl.[Fe+2]>[Cl:16][C:13]1[CH:14]=[CH:15][C:10]([CH:9]2[C:8]([CH3:18])([CH3:17])[NH:7][C:6](=[O:19])[C:5]3[S:20][C:2]([C:24]4[CH:25]=[CH:26][N:21]=[CH:22][CH:23]=4)=[CH:3][C:4]2=3)=[CH:11][CH:12]=1 |f:2.3.4,7.8.9.10|. Procedure details: To a 20 mL vial was added a solution of 2-bromo-4-(4-chlorophenyl)-5,5-dimethyl-5,6-dihydrothieno[2,3-c]pyridin-7(4H)-one (0.0440 g, 0.119 mmol) and pyridine-4-boronic acid (0.02726 g, 0.2218 mmol) in 1,4-dioxane (3.0 mL) and water (0.300 mL). Cesium carbonate (0.1160 g, 0.3561 mmol) was added followed by [1,1′-bis(diphenylphosphino)ferrocene]palladium(II)dichloride (0.0117 g, 0.0142 mmol). The reaction mixture was heated to 90° C. and allowed to stir for 18 h. The reaction was cooled to ambient...